Dataset: the Open Reaction Database (ORD), a public repository of structured organic reaction records. Task: describe an organic reaction: reactants, conditions, products, and yield Starting materials: [N+](=O)([O-])C=1C=C(C(=O)OC)C(=CC1)C (methyl 3-nitro-6-methylbenzoate), BrN1C(CCC1=O)=O (N-bromosuccinimide), [N+](=O)([O-])C=1C=C(C(=O)O)C(=CC1)C (3-Nitro-6-methylbenzoic acid), [N+](=O)([O-])C=1C=C(C(=O)OC)C(=CC1)C (methyl 3-nitro-6-methylbenzoate), Cl (HCl). The reagents and catalysts are CC(C)(C#N)N=NC(C)(C)C#N (AIBN). Solvent: C(Cl)(Cl)Cl (CHCl3), CO (MeOH). Yields the product BrCC1=CC=C(C=C1C(=O)OC)[N+](=O)[O-] (Methyl 6-Bromomethyl-3-nitrobenzoate). RXN SMILES: [N+](C1C=C(C(C)=CC=1)C(O)=O)([O-])=O.[N+:14]([C:17]1[CH:18]=[C:19]([C:24]([CH3:27])=[CH:25][CH:26]=1)[C:20]([O:22][CH3:23])=[O:21])([O-:16])=[O:15].Cl.[Br:29]N1C(=O)CCC1=O>C(Cl)(Cl)Cl.CC(N=NC(C#N)(C)C)(C#N)C.CO>[Br:29][CH2:27][C:24]1[C:19]([C:20]([O:22][CH3:23])=[O:21])=[CH:18][C:17]([N+:14]([O-:16])=[O:15])=[CH:26][CH:25]=1. Procedure: 3-Nitro-6-methylbenzoic acid (2-1) (Aldrich) was converted into methyl 3-nitro-6-methylbenzoate (2-2) using the standard procedure of MeOH and HCl gas. To a mixture of methyl 3-nitro-6-methylbenzoate (2-2) (2.0 g, 10.3 mmol) and N-bromosuccinimide (1.64 g, 9.23 mmol) in CHCl3 was added AIBN (20 mg) and this was then photolysed at reflux for 4 hours. The reaction was cooled, filtered and the filtrate evaporated to dryness. Chromatography of the residue (silica, hexane/EtOAc 92:8) afforded 2-3 as ...